This data is from the Open Reaction Database (ORD), a public repository of structured organic reaction records. The task is: describe an organic reaction: reactants, conditions, products, and yield Starting materials: O=C([O-])C(O)C(O)C(=O)[O-], CC(C)C[AlH]CC(C)C, CCOC(=O)c1cc2c(F)cccc2nc1Cl, ClCCl, [K+], [K+], [Na]. Yields the product OCc1cc2c(F)cccc2nc1Cl. Reaction SMILES: [C:28]([CH:29]([CH:30]([C:31]([O-:32])=[O:33])[OH:34])[OH:35])([O-:36])=[O:37].[CH3:18][CH:19]([CH2:20][AlH:21][CH2:22][CH:23]([CH3:24])[CH3:25])[CH3:26].[Cl:1][c:2]1[n:3][c:4]2[cH:5][cH:6][cH:7][c:8]([F:17])[c:9]2[cH:10][c:11]1[C:12](=[O:13])[O:14][CH2:15][CH3:16].[Cl:40][CH2:41][Cl:42].[K+:38].[K+:39].[Na:27]>>[Cl:1][c:2]1[n:3][c:4]2[cH:5][cH:6][cH:7][c:8]([F:17])[c:9]2[cH:10][c:11]1[CH2:12][OH:13]. The reactants are [BH4-], C1CCOC1, CO, N#Cc1c(SCc2csc(-c3ccc(Cl)cc3)n2)nc2c(c1-c1ccc(OCC(O)CO)cc1)C(=O)CCC2, [Na+], O. Yields the product N#Cc1c(SCc2csc(-c3ccc(Cl)cc3)n2)nc2c(c1-c1ccc(OCC(O)CO)cc1)C(O)CCC2. Reaction SMILES: [BH4-:40].[CH2:42]1[O:43][CH2:44][CH2:45][CH2:46]1.[CH3:47][OH:48].[Cl:1][c:2]1[cH:3][cH:4][c:5](-[c:8]2[s:9][cH:10][c:11]([CH2:13][S:14][c:15]3[n:16][c:17]4[c:22]([c:23](-[c:27]5[cH:28][cH:29][c:30]([O:33][CH2:34][CH:35]([CH2:36][OH:37])[OH:38])[cH:31][cH:32]5)[c:24]3[C:25]#[N:26])[C:21](=[O:39])[CH2:20][CH2:19][CH2:18]4)[n:12]2)[cH:6][cH:7]1.[Na+:41].[OH2:49]>>[Cl:1][c:2]1[cH:3][cH:4][c:5](-[c:8]2[s:9][cH:10][c:11]([CH2:13][S:14][c:15]3[n:16][c:17]4[c:22]([c:23](-[c:27]5[cH:28][cH:29][c:30]([O:33][CH2:34][CH:35]([CH2:36][OH:37])[OH:38])[cH:31][cH:32]5)[c:24]3[C:25]#[N:26])[CH:21]([OH:39])[CH2:20][CH2:19][CH2:18]4)[n:12]2)[cH:6][cH:7]1. The yield is 99.2%. Reagents/catalysts: [OH-].[OH-].[Pd+2] (palladium hydroxide on carbon). Reported procedure: The diester (72) (930 mg, 1.92 mmol), palladium hydroxide on carbon (Pearlman's catalyst) (125 mg) and 95% ethanol (110 mL) were placed in a Parr hydrogenation vessel and subjected to a hydrogen pressure of 45 psi at 25° C. for 3 hours (until the uptake of hydrogen ceased). The reaction mixture was filtered through Celite to remove the catalyst, then evaporated to dryness to give the title compound (73) (576 mg, 99%) which was used without further purification. δ H (300 M Hz; D2O), 1.55 (3H, d, ... The product is N1C=C(C2=CC=CC=C12)CC=CC(=O)NC(C(=O)O)C(=O)O ((3-Indolylethylidene)acetamidomalonic acid). Reaction SMILES: [NH:1]1[C:9]2[C:4](=[CH:5][CH:6]=[CH:7][CH:8]=2)[C:3]([CH2:10][CH:11]=[CH:12][C:13]([NH:15][CH:16]([C:27]([O:29]CC2C=CC=CC=2)=[O:28])[C:17]([O:19]CC2C=CC=CC=2)=[O:18])=[O:14])=[CH:2]1.[H][H]>[OH-].[OH-].[Pd+2].C(O)C>[NH:1]1[C:9]2[C:4](=[CH:5][CH:6]=[CH:7][CH:8]=2)[C:3]([CH2:10][CH:11]=[CH:12][C:13]([NH:15][CH:16]([C:27]([OH:29])=[O:28])[C:17]([OH:19])=[O:18])=[O:14])=[CH:2]1 |f:2.3.4|. The solvent is C(C)O (ethanol). The reactants are N1C=C(C2=CC=CC=C12)CC=CC(=O)NC(C(=O)OCC1=CC=CC=C1)C(=O)OCC1=CC=CC=C1 (Dibenzyl (3-indolylethylidene)acetamidomalonate), [H][H] (hydrogen), [H][H] (hydrogen). Starting materials: C(#N)C1=CC(=C(C=C1)[N+](=O)[O-])F (4-Cyano-2-fluoro-1-nitrobenzene), CN(C=O)C (dimethylformamide), Cl.Cl.O1CCC(CC1)N1CCC(CC1)N (1-(tetrahydro-2H-pyran-4-yl)-4-piperidinamine dihydrochloride), C(C)(C)N(CC)C(C)C (diisopropylethylamine). Run in O (water). Conditions: temperature 200 celsius, time 1 minute. Yields the product [N+](=O)([O-])C1=C(C=C(C#N)C=C1)NC1CCN(CC1)C1CCOCC1 (4-Nitro-3-{[1-(tetrahydro-2H-pyran-4-yl)-4-piperidinyl]amino}benzonitrile). RXN SMILES: [C:1]([C:3]1[CH:8]=[CH:7][C:6]([N+:9]([O-:11])=[O:10])=[C:5](F)[CH:4]=1)#[N:2].Cl.Cl.[O:15]1[CH2:20][CH2:19][CH:18]([N:21]2[CH2:26][CH2:25][CH:24]([NH2:27])[CH2:23][CH2:22]2)[CH2:17][CH2:16]1.C(N(C(C)C)CC)(C)C.CN(C)C=O>O>[N+:9]([C:6]1[CH:7]=[CH:8][C:3]([C:1]#[N:2])=[CH:4][C:5]=1[NH:27][CH:24]1[CH2:23][CH2:22][N:21]([CH:18]2[CH2:19][CH2:20][O:15][CH2:16][CH2:17]2)[CH2:26][CH2:25]1)([O-:11])=[O:10] |f:1.2.3|. Procedure details: 4-Cyano-2-fluoro-1-nitrobenzene (300 mg, 0.0018 mol, 1 eq), 1-(tetrahydro-2H-pyran-4-yl)-4-piperidinamine (D9, 330 mg, 0.0018 mol, 1 eq), diisopropylethylamine (350 mg, 0.0027 mol, 1.5 eq), and dimethylformamide (5 ml) were combined, heated to 200° C. and held for 1 min in a microwave reactor. 100 ml of water was then added and the reaction extracted with 2×75 ml dichloromethane. The dichloromethane layers were combined, dried with sodium sulfate, and evaporated to yield the title compound which... Procedure: A solution of 6-chloro-N-(2-methyl-4-(N-methylsulfamoyl)phenyl)pyrimidine-4-carboxamide (Intermediate 37, 80 mg; 0.235 mmol) and diisopropylamine (82 mL; 0.47 mmol) in ethanol (2.5 ml) was treated with N-(cyclopropylmethyl)propan-1-amine (0.7 ml; 0.29 mmol). The mixture was heated to 160° C. in a microwave for 1 hour and the solvent removed in vacuo. The residue purified by column chromatography (silica) eluting with petroleum ether containing increasing amounts of EtOAc to give the title compou... The solvent is C(C)O (ethanol). Conditions: temperature 160 celsius. As a reaction SMILES: Cl[C:2]1[N:7]=[CH:6][N:5]=[C:4]([C:8]([NH:10][C:11]2[CH:16]=[CH:15][C:14]([S:17](=[O:21])(=[O:20])[NH:18][CH3:19])=[CH:13][C:12]=2[CH3:22])=[O:9])[CH:3]=1.C(NC(C)C)(C)C.[CH:30]1([CH2:33][NH:34][CH2:35][CH2:36][CH3:37])[CH2:32][CH2:31]1>C(O)C>[CH:30]1([CH2:33][N:34]([CH2:35][CH2:36][CH3:37])[C:2]2[N:7]=[CH:6][N:5]=[C:4]([C:8]([NH:10][C:11]3[CH:16]=[CH:15][C:14]([S:17]([NH:18][CH3:19])(=[O:21])=[O:20])=[CH:13][C:12]=3[CH3:22])=[O:9])[CH:3]=2)[CH2:32][CH2:31]1. The product is C1(CC1)CN(C1=CC(=NC=N1)C(=O)NC1=C(C=C(C=C1)S(=O)(=O)NC)C)CCC (6-[(cyclopropylmethyl)(propyl)amino]-N-{2-methyl-4-[(methylamino)sulfonyl]phenyl}pyrimidine-4-carboxamide). Reactants: ClC1=CC(=NC=N1)C(=O)NC1=C(C=C(C=C1)S(NC)(=O)=O)C (6-chloro-N-(2-methyl-4-(N-methylsulfamoyl)phenyl)pyrimidine-4-carboxamide), ClC1=CC(=NC=N1)C(=O)NC1=C(C=C(C=C1)S(NC)(=O)=O)C (6-chloro-N-(2-methyl-4-(N-methylsulfamoyl)phenyl)pyrimidine-4-carboxamide), C(C)(C)NC(C)C (diisopropylamine), C1(CC1)CNCCC (N-(cyclopropylmethyl)propan-1-amine).